From a dataset of the Open Reaction Database (ORD), a public repository of structured organic reaction records. describe an organic reaction: reactants, conditions, products, and yield Starting materials: C(=O)(O)C12CCC(CC1)(CC2)NCC(=O)N2[C@@H](C[C@@H](C2)F)C#N ((2S,4S)-1-[[N-[4-carboxybicyclo[2.2.2]oct-1-yl]amino]acetyl]-4-fluoropyrrolidine-2-carbonitrile), CC(CCN)(C)C (3,3-dimethylbutylamine). The product is F[C@H]1C[C@H](N(C1)C(CNC12CCC(CC1)(CC2)C(=O)NCCC(C)(C)C)=O)C#N ((2S,4S)-4-fluoro-1-[[N-[4-[N-(3,3-dimethylbutyl)amino]carbonylbicyclo[2.2.2]oct-1-yl]amino]acetyl]pyrrolidine-2-carbonitrile). As a reaction SMILES: [C:1]([C:4]12[CH2:11][CH2:10][C:7]([NH:12][CH2:13][C:14]([N:16]3[CH2:20][C@@H:19]([F:21])[CH2:18][C@H:17]3[C:22]#[N:23])=[O:15])([CH2:8][CH2:9]1)[CH2:6][CH2:5]2)([OH:3])=O.[CH3:24][C:25]([CH3:30])([CH3:29])[CH2:26][CH2:27][NH2:28]>>[F:21][C@@H:19]1[CH2:20][N:16]([C:14](=[O:15])[CH2:13][NH:12][C:7]23[CH2:8][CH2:9][C:4]([C:1]([NH:28][CH2:27][CH2:26][C:25]([CH3:30])([CH3:29])[CH3:24])=[O:3])([CH2:5][CH2:6]2)[CH2:11][CH2:10]3)[C@H:17]([C:22]#[N:23])[CH2:18]1. Procedure: In a similar manner to Example 87, (2S,4S)-1-[[N-[4-carboxybicyclo[2.2.2]oct-1-yl]amino]acetyl]-4-fluoropyrrolidine-2-carbonitrile (50.0 mg) and 3,3-dimethylbutylamine (45.8 μL) were used to obtain (2S,4S)-4-fluoro-1-[[N-[4-[N-(3,3-dimethylbutyl)amino]carbonylbicyclo[2.2.2]oct-1-yl]amino]acetyl]pyrrolidine-2-carbonitrile (24.6 mg). Reactants: alkyne, C(CC)N(C1(CC1)C1=CC=C(C=C1)C#C[Si](C)(C)C)CCC (dipropyl-[1-(4-trimethylsilanylethynyl-phenyl)-cyclopropyl]-amine), C(CC)N(C1(CC1)C1=CC=C(C=C1)C#C[Si](C)(C)C)CCC (dipropyl-[1-(4-trimethylsilanylethynyl-phenyl)-cyclopropyl]-amine), C([O-])([O-])=O.[K+].[K+] (potassium carbonate). The solvent is CO (methanol). The product is C(#C)C1=CC=C(C=C1)C1(CC1)N(CCC)CCC ([1-(4-Ethynylphenyl)-cyclopropyl]-dipropylamine). Reaction conditions: time 8 hour. Procedure: Using General Procedure E; dipropyl-[1-(4-trimethylsilanylethynyl-phenyl)-cyclopropyl]-amine (Intermediate 122, 45.0 mg, 0.14 mmols) in methanol (5 mL) was treated with potassium carbonate (50.0 mg, 0.37 mmol) and stirred overnight at ambient temperature. The crude alkyne (34 mg, 100%) was used directly in the next reaction. Reaction SMILES: [CH2:1]([N:4]([CH2:20][CH2:21][CH3:22])[C:5]1([C:8]2[CH:13]=[CH:12][C:11]([C:14]#[C:15][Si](C)(C)C)=[CH:10][CH:9]=2)[CH2:7][CH2:6]1)[CH2:2][CH3:3].C(=O)([O-])[O-].[K+].[K+]>CO>[C:14]([C:11]1[CH:12]=[CH:13][C:8]([C:5]2([N:4]([CH2:20][CH2:21][CH3:22])[CH2:1][CH2:2][CH3:3])[CH2:6][CH2:7]2)=[CH:9][CH:10]=1)#[CH:15] |f:1.2.3|. The reactants are CCOC(C)=O, NC1CCCCC1N, CC(CN1CCCC1CO)N1c2ccccc2Sc2ccc(C(N)=S)cc21, S. The product is CC(CN1CCCC1CO)N1c2ccccc2Sc2ccc(C3=NC4CCCCC4N3)cc21. Reaction SMILES: [CH3:37][CH2:38][O:39][C:40](=[O:41])[CH3:42].[NH2:1][CH:2]1[CH:3]([NH2:8])[CH2:4][CH2:5][CH2:6][CH2:7]1.[OH:10][CH2:11][CH:12]1[N:13]([CH2:17][CH:18]([CH3:19])[N:20]2[c:21]3[cH:22][cH:23][cH:24][cH:25][c:26]3[S:27][c:28]3[cH:29][cH:30][c:31]([C:34](=[S:35])[NH2:36])[cH:32][c:33]32)[CH2:14][CH2:15][CH2:16]1.[SH2:9]>>[NH:1]1[CH:2]2[CH:3]([CH2:4][CH2:5][CH2:6][CH2:7]2)[N:8]=[C:34]1[c:31]1[cH:30][cH:29][c:28]2[c:33]([cH:32]1)[N:20]([CH:18]([CH2:17][N:13]1[CH:12]([CH2:11][OH:10])[CH2:16][CH2:15][CH2:14]1)[CH3:19])[c:21]1[cH:22][cH:23][cH:24][cH:25][c:26]1[S:27]2. Reactants: O=C1CCc2c(Br)cccc21, CON, Cl, c1ccncc1. Yields the product CON=C1CCc2c(Br)cccc21. RXN SMILES: [Br:1][c:2]1[c:3]2[c:7]([cH:8][cH:9][cH:10]1)[C:6](=[O:11])[CH2:5][CH2:4]2.[CH3:13][O:14][NH2:15].[ClH:12].[cH:16]1[cH:17][cH:18][n:19][cH:20][cH:21]1>>[Br:1][c:2]1[c:3]2[c:7]([cH:8][cH:9][cH:10]1)[C:6](=[N:15][O:14][CH3:13])[CH2:5][CH2:4]2. The reactants are Br, CC(N)C(=O)N(C(=O)OCc1ccccc1)c1ccccc1, CC(=O)O. Yields the product Br, CC(N)C(=O)Nc1ccccc1. As a reaction SMILES: [BrH:23].[CH2:1]([O:2][C:3](=[O:4])[N:11]([c:12]1[cH:13][cH:14][cH:15][cH:16][cH:17]1)[C:18]([CH:19]([NH2:20])[CH3:21])=[O:22])[c:5]1[cH:6][cH:7][cH:8][cH:9][cH:10]1.[CH3:24][C:25](=[O:26])[OH:27]>>[BrH:23].[NH:11]([c:12]1[cH:13][cH:14][cH:15][cH:16][cH:17]1)[C:18]([CH:19]([NH2:20])[CH3:21])=[O:22]. Starting materials: Cl (hydrochloric acid), Solution A, C(C)ON=C(C(=O)O)C=1N=C(SC1)NC=O (2-Ethoxyimino-2-(2formamidothiazol-4-yl)acetic acid), C[N+](=CCl)C.[Cl-] (Vilsmeier reagent), C[Si](C)(C)CC(=O)N (Trimethylsilylacetamide), NC1[C@@H]2N(C(=C(CS2)CSC2=NN=NN2CC#C)C(=O)O)C1=O (7-amino-3-[1-(2-propynyl)-1H-tetrazol-5-yl]thiomethyl-3-cephem-4-carboxylic acid), Solution A, C([O-])(O)=O.[Na+] (sodium bicarbonate), P(=O)(Cl)(Cl)Cl (phosphoryl chloride). The solvent is O1CCCC1 (tetrahydrofuran), C(C)(=O)OCC (ethyl acetate), O (water), O (Water), CN(C=O)C (N,N-dimethylformamide). Conditions: time 0.5 hour. Product: C[N+](=CCl)C.[Cl-] (Vilsmeier reagent), C(C)ON=C(C(=O)NC1[C@@H]2N(C(=C(CS2)CSC2=NN=NN2CC#C)C(=O)O)C1=O)C=1N=C(SC1)NC=O (7-[2-ethoxyimino-2-(2-formamidothiazol-4-yl)acetamido]-3-[1-(2-propynyl)-1H-tetrazol-5-yl]thiomethyl-3-cephem-4-carboxylic acid). As a reaction SMILES: P(Cl)(Cl)([Cl:3])=O.[CH2:6]([O:8][N:9]=[C:10]([C:14]1[N:15]=[C:16]([NH:19][CH:20]=[O:21])[S:17][CH:18]=1)[C:11]([OH:13])=O)[CH3:7].[CH3:22][N+:23]([CH3:26])=[CH:24][Cl:25].[Cl-].C[Si](CC(N)=O)(C)C.[NH2:36][CH:37]1[C:57](=[O:58])[N:39]2[C:40]([C:54]([OH:56])=[O:55])=[C:41]([CH2:44][S:45][C:46]3[N:50]([CH2:51][C:52]#[CH:53])[N:49]=[N:48][N:47]=3)[CH2:42][S:43][C@H:38]12.C(=O)(O)[O-].[Na+].Cl>O1CCCC1.C(OCC)(=O)C.O.CN(C)C=O>[CH3:22][N+:23]([CH3:26])=[CH:24][Cl:25].[Cl-:3].[CH2:6]([O:8][N:9]=[C:10]([C:14]1[N:15]=[C:16]([NH:19][CH:20]=[O:21])[S:17][CH:18]=1)[C:11]([NH:36][CH:37]1[C:57](=[O:58])[N:39]2[C:40]([C:54]([OH:56])=[O:55])=[C:41]([CH2:44][S:45][C:46]3[N:50]([CH2:51][C:52]#[CH:53])[N:49]=[N:48][N:47]=3)[CH2:42][S:43][C@H:38]12)=[O:13])[CH3:7] |f:2.3,6.7,13.14|. Procedure: Vilsmeier reagent was prepared from N,N-dimethylformamide (0.4 g) and phosphoryl chloride (0.8 g) in a conventional manner. 2-Ethoxyimino-2-(2formamidothiazol-4-yl)acetic acid (syn isomer) (1.1 g) was added to the stirred suspension of Vilsmeier reagent in dry tetrahydrofuran (15 ml) under ice cooling and stirred for 30 minutes at same temperature [Solution A]. Trimethylsilylacetamide (4.5 g) was added to the stirred suspension of 7-amino-3-[1-(2-propynyl)-1H-tetrazol-5-yl]thiomethyl-3-cephem-4-... Starting materials: C(C)(C)(C)OC(NC(C(=O)N1CCN(CC1)C=1C2=C(N=CN1)C=C(S2)I)CC2=CC=C(C=C2)Cl)=O ({1-(4-chlorobenzyl)-2-[4-(6-iodothieno[3,2-d]pyrimidin-4-yl)-piperazin-1-yl]-2-oxo-ethyl}-carbamic acid tert-butyl ester), C(=O)([O-])[O-].[Na+].[Na+] (Na2CO3), S1C=C(C=C1)B(O)O (3-thiophenyl boronic acid). Reagents/catalysts: C=1C=CC(=CC1)[P](C=2C=CC=CC2)(C=3C=CC=CC3)[Pd]([P](C=4C=CC=CC4)(C=5C=CC=CC5)C=6C=CC=CC6)([P](C=7C=CC=CC7)(C=8C=CC=CC8)C=9C=CC=CC9)[P](C=1C=CC=CC1)(C=1C=CC=CC1)C=1C=CC=CC1 (Pd(PPh3)4). The solvent is CN(C)C=O (DMF). Run at temperature 90 celsius. The product is C(C)(C)(C)OC(NC(C(N1CCN(CC1)C=1C2=C(N=CN1)C=C(S2)C2=CSC=C2)=O)CC2=CC=C(C=C2)Cl)=O ({1-(4-chlorobenzyl)-2-oxo-2-[4-(6-thiophen-3-yl-thieno[3,2-d]pyrimidin-4-yl)-piperazin-1-yl]-ethyl}-carbamic acid tert-butyl ester). Isolated yield 34.2%. Reaction SMILES: [C:1]([O:5][C:6](=[O:35])[NH:7][CH:8]([CH2:27][C:28]1[CH:33]=[CH:32][C:31]([Cl:34])=[CH:30][CH:29]=1)[C:9]([N:11]1[CH2:16][CH2:15][N:14]([C:17]2[C:18]3[S:25][C:24](I)=[CH:23][C:19]=3[N:20]=[CH:21][N:22]=2)[CH2:13][CH2:12]1)=[O:10])([CH3:4])([CH3:3])[CH3:2].C([O-])([O-])=O.[Na+].[Na+].[S:42]1[CH:46]=[CH:45][C:44](B(O)O)=[CH:43]1>CN(C=O)C.C1C=CC([P]([Pd]([P](C2C=CC=CC=2)(C2C=CC=CC=2)C2C=CC=CC=2)([P](C2C=CC=CC=2)(C2C=CC=CC=2)C2C=CC=CC=2)[P](C2C=CC=CC=2)(C2C=CC=CC=2)C2C=CC=CC=2)(C2C=CC=CC=2)C2C=CC=CC=2)=CC=1>[C:1]([O:5][C:6](=[O:35])[NH:7][CH:8]([CH2:27][C:28]1[CH:33]=[CH:32][C:31]([Cl:34])=[CH:30][CH:29]=1)[C:9](=[O:10])[N:11]1[CH2:16][CH2:15][N:14]([C:17]2[C:18]3[S:25][C:24]([C:44]4[CH:45]=[CH:46][S:42][CH:43]=4)=[CH:23][C:19]=3[N:20]=[CH:21][N:22]=2)[CH2:13][CH2:12]1)([CH3:4])([CH3:3])[CH3:2] |f:1.2.3,^1:58,60,79,98|. Procedure: To a solution of {1-(4-chlorobenzyl)-2-[4-(6-iodothieno[3,2-d]pyrimidin-4-yl)-piperazin-1-yl]-2-oxo-ethyl}-carbamic acid tert-butyl ester (50 mg, 0.080 mmol) in DMF (3 mL) were added 2M Na2CO3 (0.1 mL) and 3-thiophenyl boronic acid (15 mg, 0.117 mmol). The mixture was bubbled N2 for 20 minutes and then Pd(PPh3)4 (10 mg, 0.012 mmol) was added. The mixture was heated to 90° C. for 12 hours. The solvent was removed under vacuum and the residue was subject to chromatography on silica gel to afford t...